The task is: describe an organic reaction: reactants, conditions, products, and yield. This data is from the Open Reaction Database (ORD), a public repository of structured organic reaction records. Run in O1CCOCC1 (1,4-dioxane). The reactants are ClC1=NC(=NC(=C1)Cl)N[C@@H](C)C1=CC=C(C=C1)F ((S)-4,6-dichloro-N-[1-(4-fluorophenyl)ethyl]pyrimidine-2-amine), NC1=NC=CN=C1 (2-aminopyrazine), 4,5-bis(diphenylphosphino)-9,9′-dimethylxanthene, P(=O)([O-])([O-])[O-].[K+].[K+].[K+] (tripotassium phosphate), tris(dibenzylideneacetone)(chloroform)dipalladium. As a reaction SMILES: Cl[C:2]1[CH:7]=[C:6]([Cl:8])[N:5]=[C:4]([NH:9][C@H:10]([C:12]2[CH:17]=[CH:16][C:15]([F:18])=[CH:14][CH:13]=2)[CH3:11])[N:3]=1.[NH2:19][C:20]1[CH:25]=[N:24][CH:23]=[CH:22][N:21]=1.P([O-])([O-])([O-])=O.[K+].[K+].[K+]>O1CCOCC1>[Cl:8][C:6]1[N:5]=[C:4]([NH:9][C@H:10]([C:12]2[CH:17]=[CH:16][C:15]([F:18])=[CH:14][CH:13]=2)[CH3:11])[N:3]=[C:2]([NH:19][C:20]2[CH:25]=[N:24][CH:23]=[CH:22][N:21]=2)[CH:7]=1 |f:2.3.4.5|. Conditions: temperature 100 celsius, time 2 hour. Procedure details: To 1.37 g of (S)-4,6-dichloro-N-[1-(4-fluorophenyl)ethyl]pyrimidine-2-amine (Reference Example 1), 460 mg of 2-aminopyrazine, 277 mg of 4,5-bis(diphenylphosphino)-9,9′-dimethylxanthene, 2.04 g of tripotassium phosphate and 248 mg of tris(dibenzylideneacetone)(chloroform)dipalladium, was added 30 ml of 1,4-dioxane, and the mixture was subjected to degassing and was substituted with argon gas, and then was stirred at 100° C. for 2 hours. The reaction solution was diluted with ethyl acetate. The so... Isolated yield 58.2%. The product is ClC1=CC(=NC(=N1)N[C@@H](C)C1=CC=C(C=C1)F)NC1=NC=CN=C1 ((S)-6-Chloro-N2-[1-(4-fluorophenyl)ethyl]-N4-(pyrazin-2-yl)pyrimidine-2,4-diamine). Starting materials: BrC1=CC=C(C=C1)C1=CC=CC=C1 (4-bromobiphenyl), C(=O)(OC)CCC(=O)Cl (3-carbomethoxypropionyl chloride), [Cl-].[Al+3].[Cl-].[Cl-] (aluminum chloride). Reported procedure: To a stirred suspension of anhydrous aluminum chloride (3.45 g, 0.026 mol) in dichloromethane (20 mL) at 5° C. was added dropwise a solution of 4-bromobiphenyl (2.3 g, 0.010 mol) in dichloromethane (11 mL) followed by the dropwise addition of 3-carbomethoxypropionyl chloride (1.35 mL, 0.011 mol) in dichloromethane (15 mL), and the mixture stirred. After 2 hours at 5° C., the mixture was allowed to warm to room temperature. After 1 day, the reaction was cooled to 5° C. and quenched by the dropwis... Reaction SMILES: [Cl-].[Al+3].[Cl-].[Cl-].[Br:5][C:6]1[CH:11]=[CH:10][C:9]([C:12]2[CH:17]=[CH:16][CH:15]=[CH:14][CH:13]=2)=[CH:8][CH:7]=1.[C:18]([CH2:22][CH2:23][C:24](Cl)=[O:25])([O:20][CH3:21])=[O:19]>ClCCl>[Br:5][C:6]1[CH:7]=[CH:8][C:9]([C:12]2[CH:17]=[CH:16][C:15]([C:24](=[O:25])[CH2:23][CH2:22][C:18]([O:20][CH3:21])=[O:19])=[CH:14][CH:13]=2)=[CH:10][CH:11]=1 |f:0.1.2.3|. Reaction conditions: time 2 hour. Run in ClCCl (dichloromethane), ClCCl (dichloromethane), ClCCl (dichloromethane). The product is BrC1=CC=C(C=C1)C1=CC=C(C=C1)C(CCC(=O)OC)=O (4-(4′-bromo-biphenyl-4-yl)-4-oxo-butyric acid, methyl ester). Yield: 77.2%. Reactants: C(C1=CC=CC=C1)NC1CCC2(OCCO2)CC1 (N-benzyl-1,4-dioxaspiro[4.5]decan-8-amine), C(Cl)Cl (CH2Cl2). The reagents and catalysts are [OH-].[Pd+2].[OH-] (Palladium hydroxide). Run in CO (MeOH), CO (MeOH). Run at time 24 hour. Yields the product O1CCOC12CCC(CC2)N (1,4-dioxaspiro[4.5]decan-8-amine). The yield is 109.5%. As a reaction SMILES: C([NH:8][CH:9]1[CH2:18][CH2:17][C:12]2([O:16][CH2:15][CH2:14][O:13]2)[CH2:11][CH2:10]1)C1C=CC=CC=1.C(Cl)Cl>CO.[OH-].[Pd+2].[OH-]>[O:13]1[C:12]2([CH2:17][CH2:18][CH:9]([NH2:8])[CH2:10][CH2:11]2)[O:16][CH2:15][CH2:14]1 |f:3.4.5|. Procedure details: A mixture of N-benzyl-1,4-dioxaspiro[4.5]decan-8-amine (3 g, 12.2 mmol) and Palladium hydroxide (0.9 g) in MeOH (120 mL) was hydrogenated under 50 psi of H2 at room temperature. The mixture was stirred at room temperature for 24 h. TLC (CH2Cl2:MeOH=10:1) showed the reaction was complete. The mixture was filtered and the filtrated was concentrated in vacuo to give 1,4-dioxaspiro[4.5]decan-8-amine (2.1 g, 110%) as a brown oil.